Dataset: the Open Reaction Database (ORD), a public repository of structured organic reaction records. Task: describe an organic reaction: reactants, conditions, products, and yield Reactants: Cl.C1(CC1)COC=1C=C(C=CC1OC(F)F)C=1C(C(N(N1)C1CCNCC1)=O)(C)C (5-[3-(cyclopropylmethoxy)-4-(difluoromethoxy)phenyl]-4,4-dimethyl-2-piperidin-4-yl-2,4-dihydro-3H-pyrazol-3-one hydrochloride), Cl.C1(CC1)COC=1C=C(C=CC1OC(F)F)C=1C(C(N(N1)C1CCNCC1)=O)(C)C (5-[3-(cyclopropylmethoxy)-4-(difluoromethoxy)phenyl]-4,4-dimethyl-2-piperidin-4-yl-2,4-dihydro-3H-pyrazol-3-one hydrochloride), CC=1C=C(C=CC1)S(=O)(=O)Cl (3-methylbenzenesulfonyl chloride). The product is C1(CC1)COC=1C=C(C=CC1OC(F)F)C=1C(C(N(N1)C1CCN(CC1)S(=O)(=O)C1=CC(=CC=C1)C)=O)(C)C (5-[3-(Cyclopropylmethoxy)-4-(difluoromethoxy)phenyl]-4,4-dimethyl-2-{1-[(3-methylphenyl)sulfonyl]piperidin-4-yl}-2,4-dihydro-3H-pyrazol-3-one). Reaction SMILES: Cl.[CH:2]1([CH2:5][O:6][C:7]2[CH:8]=[C:9]([C:17]3[C:18]([CH3:30])([CH3:29])[C:19](=[O:28])[N:20]([CH:22]4[CH2:27][CH2:26][NH:25][CH2:24][CH2:23]4)[N:21]=3)[CH:10]=[CH:11][C:12]=2[O:13][CH:14]([F:16])[F:15])[CH2:4][CH2:3]1.[CH3:31][C:32]1[CH:33]=[C:34]([S:38](Cl)(=[O:40])=[O:39])[CH:35]=[CH:36][CH:37]=1>>[CH:2]1([CH2:5][O:6][C:7]2[CH:8]=[C:9]([C:17]3[C:18]([CH3:30])([CH3:29])[C:19](=[O:28])[N:20]([CH:22]4[CH2:27][CH2:26][N:25]([S:38]([C:34]5[CH:35]=[CH:36][CH:37]=[C:32]([CH3:31])[CH:33]=5)(=[O:40])=[O:39])[CH2:24][CH2:23]4)[N:21]=3)[CH:10]=[CH:11][C:12]=2[O:13][CH:14]([F:15])[F:16])[CH2:3][CH2:4]1 |f:0.1|. Procedure: The title compound is prepared analogously as described for GP1 using 5-[3-(cyclopropylmethoxy)-4-(difluoromethoxy)phenyl]-4,4-dimethyl-2-piperidin-4-yl-2,4-dihydro-3H-pyrazol-3-one hydrochloride (compound B3*HCl) and 3-methylbenzenesulfonyl chloride as starting compounds. The crude product is purified by crystallization from methanol to yield the title compound. Starting materials: SCc1ccccc1, CN(C)C=O, CCOC(=O)c1ccc(Cl)c([N+](=O)[O-])c1, Cl, [Li+], [OH-], O. Yields the product CCOC(=O)c1ccc(SCc2ccccc2)c([N+](=O)[O-])c1. Reaction SMILES: [CH2:16]([c:17]1[cH:18][cH:19][cH:20][cH:21][cH:22]1)[SH:23].[CH3:28][N:29]([CH3:30])[CH:31]=[O:32].[Cl:1][c:2]1[c:3]([N+:13](=[O:14])[O-:15])[cH:4][c:5]([C:6](=[O:7])[O:8][CH2:9][CH3:10])[cH:11][cH:12]1.[ClH:27].[Li+:26].[OH-:25].[OH2:24]>>[c:2]1([S:23][CH2:16][c:17]2[cH:18][cH:19][cH:20][cH:21][cH:22]2)[c:3]([N+:13](=[O:14])[O-:15])[cH:4][c:5]([C:6](=[O:7])[O:8][CH2:9][CH3:10])[cH:11][cH:12]1.